From a dataset of the Open Reaction Database (ORD), a public repository of structured organic reaction records. describe an organic reaction: reactants, conditions, products, and yield Product: FC1=CC=C(C=C1)C1=NN(C=C1CCC(=O)OCC)CC1=CC=C(C=C1)OCC1=NC2=CC=CC=C2C=C1 (ethyl 3-[3-(4-fluorophenyl)-1-[4-(2-quinolylmethoxy)benzyl]-1H-pyrazol-4-yl]propionate). Yield: 92.1%. Procedure: A mixture of ethyl 3-[3-(4-fluorophenyl)-1-(4-hydroxybenzyl)-1H-pyrazol-4-yl]propionate (950 mg), 2-chloromethylquinoline hydrochloride (600 mg), potassium carbonate (700 mg) and N,N-dimethylformamide (15 ml) was stirred at 60° C. for 5 hours. The reaction mixture was poured into water, and extracted with ethyl acetate. The ethyl acetate layer was washed with saturated aqueous sodium chloride solution, dried (MgSO4) and concentrated. The residue was subjected to silica gel column chromatography ... As a reaction SMILES: [F:1][C:2]1[CH:7]=[CH:6][C:5]([C:8]2[C:12]([CH2:13][CH2:14][C:15]([O:17][CH2:18][CH3:19])=[O:16])=[CH:11][N:10]([CH2:20][C:21]3[CH:26]=[CH:25][C:24]([OH:27])=[CH:23][CH:22]=3)[N:9]=2)=[CH:4][CH:3]=1.Cl.Cl[CH2:30][C:31]1[CH:40]=[CH:39][C:38]2[C:33](=[CH:34][CH:35]=[CH:36][CH:37]=2)[N:32]=1.C(=O)([O-])[O-].[K+].[K+].CN(C)C=O>O>[F:1][C:2]1[CH:7]=[CH:6][C:5]([C:8]2[C:12]([CH2:13][CH2:14][C:15]([O:17][CH2:18][CH3:19])=[O:16])=[CH:11][N:10]([CH2:20][C:21]3[CH:22]=[CH:23][C:24]([O:27][CH2:30][C:31]4[CH:40]=[CH:39][C:38]5[C:33](=[CH:34][CH:35]=[CH:36][CH:37]=5)[N:32]=4)=[CH:25][CH:26]=3)[N:9]=2)=[CH:4][CH:3]=1 |f:1.2,3.4.5|. Reactants: FC1=CC=C(C=C1)C1=NN(C=C1CCC(=O)OCC)CC1=CC=C(C=C1)O (ethyl 3-[3-(4-fluorophenyl)-1-(4-hydroxybenzyl)-1H-pyrazol-4-yl]propionate), Cl.ClCC1=NC2=CC=CC=C2C=C1 (2-chloromethylquinoline hydrochloride), C([O-])([O-])=O.[K+].[K+] (potassium carbonate), CN(C=O)C (N,N-dimethylformamide). Reaction conditions: temperature 60 celsius, time 5 hour. The solvent is O (water). Starting materials: C(C)(C)(C)OC(C[C@@H](CC(C)C)C(N[C@@H]1C(NCCCCCCN2C=3C=CC=CC3C(C1)=C2)=O)=O)=O ((3R,10S)-5-methyl-3-(9-oxo-1,8-diazatricyclo-[10.6.1.013,18 ]nonadeca-12(19),13(18),14,16-tetraen-10-ylcarbamoyl)hexanoic acid t-butyl ester). The solvent is C(=O)(C(F)(F)F)O (TFA). Conditions: time 20 minute. The product is CC(C[C@H](CC(=O)O)C(N[C@@H]1C(NCCCCCCN2C=3C=CC=CC3C(C1)=C2)=O)=O)C ((3R,10S)-5-methyl-3-(9-oxo-1,8-diaza-tricyclo[10.6.1.013,18 ]nonadeca-12(19),13(18),14,16-tetraen-10-ylcarbamoyl)hexanoic acid). Yield: 98.4%. Reaction SMILES: C([O:5][C:6](=[O:36])[CH2:7][C@H:8]([C:13](=[O:35])[NH:14][C@H:15]1[CH2:32][C:31]2=[CH:33][N:24]([C:25]3[CH:26]=[CH:27][CH:28]=[CH:29][C:30]=32)[CH2:23][CH2:22][CH2:21][CH2:20][CH2:19][CH2:18][NH:17][C:16]1=[O:34])[CH2:9][CH:10]([CH3:12])[CH3:11])(C)(C)C>C(O)(C(F)(F)F)=O>[CH3:11][CH:10]([CH3:12])[CH2:9][C@@H:8]([C:13](=[O:35])[NH:14][C@H:15]1[CH2:32][C:31]2=[CH:33][N:24]([C:25]3[CH:26]=[CH:27][CH:28]=[CH:29][C:30]=32)[CH2:23][CH2:22][CH2:21][CH2:20][CH2:19][CH2:18][NH:17][C:16]1=[O:34])[CH2:7][C:6]([OH:36])=[O:5]. Procedure details: Alternatively, (3R,10S)-5-methyl-3-(9-oxo-1,8-diazatricyclo-[10.6.1.013,18 ]nonadeca-12(19),13(18),14,16-tetraen-10-ylcarbamoyl)hexanoic acid t-butyl ester (3.24 g, 6.5 mmol) was taken up in 95% TFA (aqueous) (30 mL) at 0° C. and then stirred for 20 minutes. The ice bath was then removed and the mixture was stirred for another 1 hour. After concentrating it to an oil, the residue was taken up in ethyl acetate (250 mL) and washed with water (7×150 mL). The organic layer was dried over Na2SO4, fil... The reactants are C(C)(=O)NC1=C(C=C(C=2OC3C(C21)CCCC3)C(=O)OC)Cl (methyl 1-acetylamino-2-chloro-5a,6,7,8,9,9a-hexahydrodibenzofuran-4-carboxylate), C(C)(=O)NC1=C(C=C(C=2OC3=C(C21)CCCC3)C(=O)OC)Cl (methyl 1-acetylamino-2-chloro-6,7,8,9-tetrahydro-dibenzofuran-4-carboxylate), C(C)(=O)NC1=C(C=C(C=2OC3=C(C21)C=CC=C3)C(=O)OC)Cl (methyl 1-acetylamino-2-chlorodibenzofuran-4-carboxylate). The product is NC1=C(C=C(C=2OC3=C(C21)C=CC=C3)C(=O)O)Cl.NC3=C(C=C(C=2OC1=C(C23)CCCC1)C(=O)O)Cl (1-AMINO-2-CHLORO-6,7,8,9-TETRAHYDRODIBENZOFURAN-4-CARBOXYLIC ACID 1-AMINO-2-CHLORODIBENZOFURAN-4-CARBOXYLIC ACID). RXN SMILES: C([NH:4][C:5]1[C:13]2[CH:12]3[CH2:14][CH2:15][CH2:16][CH2:17][CH:11]3[O:10][C:9]=2[C:8]([C:18]([O:20]C)=[O:19])=[CH:7][C:6]=1[Cl:22])(=O)C.C([NH:26][C:27]1[C:35]2[C:34]3[CH2:36][CH2:37][CH2:38][CH2:39][C:33]=3[O:32][C:31]=2[C:30]([C:40]([O:42]C)=[O:41])=[CH:29][C:28]=1[Cl:44])(=O)C.C(NC1C2C3C=CC=CC=3OC=2C(C(OC)=O)=CC=1Cl)(=O)C>>[NH2:4][C:5]1[C:13]2[C:12]3[CH:14]=[CH:15][CH:16]=[CH:17][C:11]=3[O:10][C:9]=2[C:8]([C:18]([OH:20])=[O:19])=[CH:7][C:6]=1[Cl:22].[NH2:26][C:27]1[C:35]2[C:34]3[CH2:36][CH2:37][CH2:38][CH2:39][C:33]=3[O:32][C:31]=2[C:30]([C:40]([OH:42])=[O:41])=[CH:29][C:28]=1[Cl:44] |f:3.4|. Procedure details: When the procedure of Example 15 is followed however methyl 1-acetylamino-2-chloro-5a,6,7,8,9,9a-hexahydrodibenzofuran-4-carboxylate is replaced by methyl 1-acetylamino-2-chloro-6,7,8,9-tetrahydro-dibenzofuran-4-carboxylate or methyl 1-acetylamino-2-chlorodibenzofuran-4-carboxylate then the captioned products are prepared. The reactants are CN1CCN(CC1)CC[C@H]1[C@@H](CC2=CC=CC=C2C1)O (trans-1,2,3,4-Tetrahydro-3-[2-(4-methyl-1-piperazinyl)ethyl]-2-naphthalenol), liquid, N (ammonia), [Li] (Lithium), C(C)O (ethanol), N (ammonia). Run in O (water), CCOCC (ether), CCOCC (ether). Run at time 30 minute. Product: CN1CCN(CC1)CC[C@H]1[C@@H](CC=2CC=CCC2C1)O (trans-1,2,3,4,5,8-Hexahydro-3-[2-(4-methyl-1-piperazinyl)ethyl]-2-naphthalenol). Yield: 105.4%. RXN SMILES: [CH3:1][N:2]1[CH2:7][CH2:6][N:5]([CH2:8][CH2:9][C@@H:10]2[CH2:19][C:18]3[C:13](=[CH:14][CH:15]=[CH:16][CH:17]=3)[CH2:12][C@H:11]2[OH:20])[CH2:4][CH2:3]1.N.[Li].C(O)C>CCOCC.O>[CH3:1][N:2]1[CH2:7][CH2:6][N:5]([CH2:8][CH2:9][C@@H:10]2[CH2:19][C:18]3[CH2:17][CH:16]=[CH:15][CH2:14][C:13]=3[CH2:12][C@H:11]2[OH:20])[CH2:4][CH2:3]1 |^1:21|. Procedure: A solution of 25.4 g (92.7 mmol) of the amine of Example 1 in 100 ml ether is added to 1 liter liquid ammonia. Lithium (10.0 g) is added portionwise over a period of 10 minutes. After stirring 30 minutes, absolute ethanol is added dropwise until the color is discharged (140 ml added in 1 hour). More ether is added and the ammonia is boiled off. While cooling in an ice bath, the mixture is diluted with 1 liter water. The layers are separated and the aqueous is reextracted with ether. The combined... The reactants are [Na+], C1COCCO1, OCC12CCCCC1O2, [OH-], O, O=S(=O)(O)O. Product: OCC1(O)CCCCC1O. RXN SMILES: [Na+:16].[O:17]1[CH2:18][CH2:19][O:20][CH2:21][CH2:22]1.[O:1]1[C:2]2([CH2:8][OH:9])[CH:3]1[CH2:4][CH2:5][CH2:6][CH2:7]2.[OH-:15].[OH2:23].[S:10]([OH:11])(=[O:12])(=[O:13])[OH:14]>>[OH:1][CH:3]1[C:2]([CH2:8][OH:9])([OH:11])[CH2:7][CH2:6][CH2:5][CH2:4]1. Reactants: CC(C)(C)c1ccnc(Br)c1, [Li]CCCC, CCCC[Sn](Cl)(CCCC)CCCC, C1CCOC1. Product: CCCC[Sn](CCCC)(CCCC)c1cc(C(C)(C)C)ccn1. Reaction SMILES: [Br:1][c:2]1[n:3][cH:4][cH:5][c:6]([C:8]([CH3:9])([CH3:10])[CH3:11])[cH:7]1.[CH2:12]([Li:13])[CH2:14][CH2:15][CH3:16].[CH2:17]([CH2:18][CH2:19][CH3:20])[Sn:21]([Cl:22])([CH2:23][CH2:24][CH2:25][CH3:26])[CH2:27][CH2:28][CH2:29][CH3:30].[CH2:31]1[O:32][CH2:33][CH2:34][CH2:35]1>>[c:2]1([Sn:21]([CH2:17][CH2:18][CH2:19][CH3:20])([CH2:23][CH2:24][CH2:25][CH3:26])[CH2:27][CH2:28][CH2:29][CH3:30])[n:3][cH:4][cH:5][c:6]([C:8]([CH3:9])([CH3:10])[CH3:11])[cH:7]1. Starting materials: C(C)(C)(C)OC(N(CCCC1=CC=C(C=C1)Cl)[C@H]1[C@@H](CCC1)N)=O ((±)-trans-(2-aminocyclopentyl)-[3-(4-chloro-phenyl)propyl]carbamic acid tert-butyl ester), CS(=O)(=O)C1=CC=C(C(=O)O)C=C1 (4-methanesulfonylbenzoic acid), C=1C=CC2=C(C1)N=NN2O (HOBt). The solvent is C(Cl)Cl (CH2Cl2). Product: C(C)(C)(C)OC(N([C@H]1[C@@H](CCC1)NC(C1=CC=C(C=C1)S(=O)(=O)C)=O)CCCC1=CC=C(C=C1)Cl)=O ((±)-trans-[3-(4-chlorophenyl)propyl]-[2-(4-methanesulfonylbenzoylamino)cyclopentyl]carbamic acid tert-butyl ester). Yield: 106.2%. As a reaction SMILES: [C:1]([O:5][C:6](=[O:24])[N:7]([C@@H:18]1[CH2:22][CH2:21][CH2:20][C@H:19]1[NH2:23])[CH2:8][CH2:9][CH2:10][C:11]1[CH:16]=[CH:15][C:14]([Cl:17])=[CH:13][CH:12]=1)([CH3:4])([CH3:3])[CH3:2].[CH3:25][S:26]([C:29]1[CH:37]=[CH:36][C:32]([C:33](O)=[O:34])=[CH:31][CH:30]=1)(=[O:28])=[O:27].C1C=CC2N(O)N=NC=2C=1>C(Cl)Cl>[C:1]([O:5][C:6](=[O:24])[N:7]([CH2:8][CH2:9][CH2:10][C:11]1[CH:12]=[CH:13][C:14]([Cl:17])=[CH:15][CH:16]=1)[C@@H:18]1[CH2:22][CH2:21][CH2:20][C@H:19]1[NH:23][C:33](=[O:34])[C:32]1[CH:31]=[CH:30][C:29]([S:26]([CH3:25])(=[O:28])=[O:27])=[CH:37][CH:36]=1)([CH3:4])([CH3:2])[CH3:3]. Procedure details: Using General Procedure C, (±)-trans-(2-aminocyclopentyl)-[3-(4-chloro-phenyl)propyl]carbamic acid tert-butyl ester (155 mg, 0.44 mmol) and 4-methanesulfonylbenzoic acid (105 mg, 0.53 mmol) were coupled in CH2Cl2 (3 mL) using HOBt (12 mg, 0.09 mmol) and DEC (106 mg, 0.66 mmol) at 0° C. for 2.5 hours to give 250 mg of (±)-trans-[3-(4-chlorophenyl)propyl]-[2-(4-methanesulfonylbenzoylamino)cyclopentyl]carbamic acid tert-butyl ester as a colorless oil. Reaction SMILES: [Cl:37][Hg:38][Cl:39].[NH:26]1[C:27](=[S:31])[NH:28][CH2:29][CH2:30]1.[O:1]1[CH2:2][CH2:3][N:4]([c:7]2[n:8][c:9](-[c:19]3[cH:20][cH:21][c:22]([NH2:23])[cH:24][cH:25]3)[n:10][c:11]([N:13]3[CH2:14][CH2:15][O:16][CH2:17][CH2:18]3)[n:12]2)[CH2:5][CH2:6]1.[O:32]=[CH:33][N:34]([CH3:35])[CH3:36]>>[O:1]1[CH2:2][CH2:3][N:4]([c:7]2[n:8][c:9](-[c:19]3[cH:20][cH:21][c:22]([NH:23][C:27]4=[N:26][CH2:30][CH2:29][NH:28]4)[cH:24][cH:25]3)[n:10][c:11]([N:13]3[CH2:14][CH2:15][O:16][CH2:17][CH2:18]3)[n:12]2)[CH2:5][CH2:6]1. Yields the product c1cc(-c2nc(N3CCOCC3)nc(N3CCOCC3)n2)ccc1NC1=NCCN1. Reactants: Cl[Hg]Cl, S=C1NCCN1, Nc1ccc(-c2nc(N3CCOCC3)nc(N3CCOCC3)n2)cc1, CN(C)C=O. The reactants are COC([C@H](COCC=C)NC(=O)OC(C)(C)C)=O ((S)-3-Allyloxy-2-tert-butoxycarbonylamino-propionic acid methyl ester), Cl (hydrogen chloride), resultant solution. Run in O1CCOCC1 (1,4-dioxane). The product is Cl.COC([C@H](COCC=C)N)=O ((S)-3-Allyloxy-2-amino-propionic acid methyl ester hydrochloride). RXN SMILES: [CH3:1][O:2][C:3](=[O:18])[C@@H:4]([NH:10]C(OC(C)(C)C)=O)[CH2:5][O:6][CH2:7][CH:8]=[CH2:9].[ClH:19]>O1CCOCC1>[ClH:19].[CH3:1][O:2][C:3](=[O:18])[C@@H:4]([NH2:10])[CH2:5][O:6][CH2:7][CH:8]=[CH2:9] |f:3.4|. Procedure: Methyl ester 37 (1.00 g, 3.86 mmol) was dissolved in 4M hydrogen chloride in 1,4-dioxane (40 mL). The resultant solution was stirred at rt for 18 h before being concentrated in vacuo to afford a white solid, 0.656 g, 87%. m.p. 87-89° C. Product: O=c1[nH]c(=O)c2sccc2[nH]1. As a reaction SMILES: [CH3:17][C:18](=[O:19])[OH:20].[N:13]([O-:14])=[O:15].[NH2:1][n:2]1[c:3](=[O:12])[nH:4][c:5]2[c:6]([c:7]1=[O:8])[s:9][cH:10][cH:11]2.[Na+:16].[OH2:21]>>[nH:2]1[c:3](=[O:12])[nH:4][c:5]2[c:6]([c:7]1=[O:8])[s:9][cH:10][cH:11]2. The reactants are CC(=O)O, O=N[O-], Nn1c(=O)[nH]c2ccsc2c1=O, [Na+], O.